This data is from the Open Reaction Database (ORD), a public repository of structured organic reaction records. The task is: describe an organic reaction: reactants, conditions, products, and yield The reactants are C=CCOC(=O)N1CCC(CO)C1, CCOC(C)=O, CC(C)=O, CC(C)O. Yields the product C=CCOC(=O)N1CCC(C(C)=O)C1. As a reaction SMILES: [CH2:1]([CH:2]=[CH2:3])[O:4][C:5](=[O:6])[N:7]1[CH2:8][CH:9]([CH2:12][OH:13])[CH2:10][CH2:11]1.[CH3:18][CH2:19][O:20][C:21](=[O:22])[CH3:23].[CH3:24][C:25](=[O:26])[CH3:27].[CH:14]([OH:15])([CH3:16])[CH3:17]>>[CH2:1]([CH:2]=[CH2:3])[O:4][C:5](=[O:6])[N:7]1[CH2:8][CH:9]([C:12](=[O:13])[CH3:14])[CH2:10][CH2:11]1.